Dataset: the Open Reaction Database (ORD), a public repository of structured organic reaction records. Task: describe an organic reaction: reactants, conditions, products, and yield Starting materials: FC(C1=NC=CC(=N1)N1CCC(CC1)=O)(F)F (1-[2-(Trifluoromethyl)-4-pyrimidinyl]-4-piperidone), [H-].[Na+] (Sodium hydride), [Cl-].C[S+](=O)(C)C (Trimethyloxosulfonium chloride). The solvent is CS(=O)C (DMSO), hexanes, CS(=O)C (DMSO). Run at time 20 minute. Yields the product FC(C1=NC=CC(=N1)N1CCC2(CO2)CC1)(F)F (6-[2-(Trifluoromethyl)-4-pyrimidinyl]-1-oxa-6-azaspiro[2.5]-octane). Yield: 81.0%. Reaction SMILES: [H-].[Na+].[Cl-].[CH3:4][S+](C)(C)=O.[F:9][C:10]([F:25])([F:24])[C:11]1[N:16]=[C:15]([N:17]2[CH2:22][CH2:21][C:20](=[O:23])[CH2:19][CH2:18]2)[CH:14]=[CH:13][N:12]=1>CS(C)=O>[F:25][C:10]([F:9])([F:24])[C:11]1[N:16]=[C:15]([N:17]2[CH2:22][CH2:21][C:20]3([O:23][CH2:4]3)[CH2:19][CH2:18]2)[CH:14]=[CH:13][N:12]=1 |f:0.1,2.3|. Reported procedure: Sodium hydride (0.48 g of 60% mineral oil dispersion, 12 mmol) in a round bottom flask was washed free of the mineral oil with hexanes before DMSO (20 mL, distilled from calcium hydride) was added. Trimethyloxosulfonium chloride (1.54 g, 12 mmol) was added and the mixture was stirred under dry nitrogen for 20 min at room temperature. A solution of XXVIII (2.45 g, 10 mmol) in DMSO (5 mL) was then added to this milky suspension. The mixture was stirred at room temperature for 30 min, and then heat... Starting materials: O=C(O)C(F)c1cc(F)cc(F)c1, CC(N)C(=O)NC1N=C(c2ccccc2)c2ccccc2N(C)C1=O. Yields the product CC(NC(=O)C(F)c1cc(F)cc(F)c1)C(=O)NC1N=C(c2ccccc2)c2ccccc2N(C)C1=O. RXN SMILES: [F:1][c:2]1[cH:3][c:4]([CH:9]([C:10](=[O:11])[OH:12])[F:13])[cH:5][c:6]([F:8])[cH:7]1.[NH2:14][CH:15]([CH3:16])[C:17](=[O:18])[NH:19][CH:20]1[C:21](=[O:38])[N:22]([CH3:37])[c:23]2[c:24]([cH:33][cH:34][cH:35][cH:36]2)[C:25]([c:27]2[cH:28][cH:29][cH:30][cH:31][cH:32]2)=[N:26]1>>[F:1][c:2]1[cH:3][c:4]([CH:9]([C:10](=[O:12])[NH:14][CH:15]([CH3:16])[C:17](=[O:18])[NH:19][CH:20]2[C:21](=[O:38])[N:22]([CH3:37])[c:23]3[c:24]([cH:33][cH:34][cH:35][cH:36]3)[C:25]([c:27]3[cH:28][cH:29][cH:30][cH:31][cH:32]3)=[N:26]2)[F:13])[cH:5][c:6]([F:8])[cH:7]1. Starting materials: O.Cl.N[C@@H](CS)C(=O)O (L-Cysteine hydrochloride monohydrate), BrCC1=CC=C(C=C1)C (α-bromo-p-xylene). Solvent: [OH-].[Na+] (sodium hydroxide), C(C)O (ethanol). Conditions: time 40 minute. The product is CC1=CC=C(CSC[C@H](N)C(=O)O)C=C1 (S-(4-Methylbenzyl)-L-cysteine). Reaction SMILES: O.Cl.[NH2:3][C@H:4]([C:7]([OH:9])=[O:8])[CH2:5][SH:6].Br[CH2:11][C:12]1[CH:17]=[CH:16][C:15]([CH3:18])=[CH:14][CH:13]=1>[OH-].[Na+].C(O)C>[CH3:11][C:12]1[CH:17]=[CH:16][C:15]([CH2:18][S:6][CH2:5][C@@H:4]([C:7]([OH:9])=[O:8])[NH2:3])=[CH:14][CH:13]=1 |f:0.1.2,4.5|. Procedure: L-Cysteine hydrochloride monohydrate (2.0 g) is dissolved in a 2 N aqueous sodium hydroxide solution (11.4 ml). To the solution is added a solution of α-bromo-p-xylene (2.3 g) in ethanol (10 ml). The mixture is stirred at room temperature for 40 minutes, and precipitating crystals are filtered off. The obtained crystals are purified by recrystallization to give the titled compound. Reactants: O=C([O-])[O-], C1CCOC1, CC1(C)OB(c2cnc(N)nc2)OC1(C)C, CN(c1cc(Cl)nc(N2CCOCC2)n1)C1CCOCC1, [Na+], [Na+]. Product: CN(c1cc(-c2cnc(N)nc2)nc(N2CCOCC2)n1)C1CCOCC1. As a reaction SMILES: [C:38](=[O:39])([O-:40])[O-:41].[CH2:44]1[O:45][CH2:46][CH2:47][CH2:48]1.[CH3:1][C:2]1([CH3:3])[C:4]([CH3:5])([CH3:6])[O:7][B:8]([c:9]2[cH:10][n:11][c:12]([NH2:15])[n:13][cH:14]2)[O:16]1.[Cl:17][c:18]1[cH:19][c:20]([N:30]([CH:31]2[CH2:32][CH2:33][O:34][CH2:35][CH2:36]2)[CH3:37])[n:21][c:22]([N:24]2[CH2:25][CH2:26][O:27][CH2:28][CH2:29]2)[n:23]1.[Na+:42].[Na+:43]>>[c:9]1(-[c:18]2[cH:19][c:20]([N:30]([CH:31]3[CH2:32][CH2:33][O:34][CH2:35][CH2:36]3)[CH3:37])[n:21][c:22]([N:24]3[CH2:25][CH2:26][O:27][CH2:28][CH2:29]3)[n:23]2)[cH:10][n:11][c:12]([NH2:15])[n:13][cH:14]1. Starting materials: CCOC(C)=O, CCOC(=O)Cc1ccc(Oc2ccc(C(=O)NCCc3ccc(Cl)cc3)cc2)c(-c2ccccc2)c1, Cl, [Na+], C1COCCO1, [OH-], O. Product: O=C(O)Cc1ccc(Oc2ccc(C(=O)NCCc3ccc(Cl)cc3)cc2)c(-c2ccccc2)c1. Reaction SMILES: [CH3:47][CH2:48][O:49][C:50](=[O:51])[CH3:52].[Cl:1][c:2]1[cH:3][cH:4][c:5]([CH2:6][CH2:7][NH:8][C:9](=[O:10])[c:11]2[cH:12][cH:13][c:14]([O:15][c:16]3[cH:17][cH:18][c:19]([CH2:28][C:29](=[O:30])[O:31][CH2:32][CH3:33])[cH:20][c:21]3-[c:22]3[cH:23][cH:24][cH:25][cH:26][cH:27]3)[cH:34][cH:35]2)[cH:36][cH:37]1.[ClH:53].[Na+:39].[O:41]1[CH2:42][CH2:43][O:44][CH2:45][CH2:46]1.[OH-:38].[OH2:40]>>[Cl:1][c:2]1[cH:3][cH:4][c:5]([CH2:6][CH2:7][NH:8][C:9](=[O:10])[c:11]2[cH:12][cH:13][c:14]([O:15][c:16]3[cH:17][cH:18][c:19]([CH2:28][C:29](=[O:30])[OH:31])[cH:20][c:21]3-[c:22]3[cH:23][cH:24][cH:25][cH:26][cH:27]3)[cH:34][cH:35]2)[cH:36][cH:37]1. Starting materials: C1(CCCCC1)N (cyclohexylamine), C(C1=CC=CC=C1)(=O)Cl (benzoyl chloride). The solvent is C1=CC=CC=C1 (benzene). The product is C1(CCCCC1)NC(C1=CC=CC=C1)=O (N-cyclohexylbenzamide). Isolated yield 84.0%. As a reaction SMILES: [CH:1]1([NH2:7])[CH2:6][CH2:5][CH2:4][CH2:3][CH2:2]1.[C:8](Cl)(=[O:15])[C:9]1[CH:14]=[CH:13][CH:12]=[CH:11][CH:10]=1>C1C=CC=CC=1>[CH:1]1([NH:7][C:8](=[O:15])[C:9]2[CH:14]=[CH:13][CH:12]=[CH:11][CH:10]=2)[CH2:6][CH2:5][CH2:4][CH2:3][CH2:2]1. Procedure details: 18 g of cyclohexylamine was dissolved in 150 ml of benzene. To the resulting solution was very slowly added 20 g of benzoyl chloride with stirring at temperatures below 40° C. White crystals separated from the mixture, generating white smoke. The mixture was stirred for one hour and was then made alkaline by addition of pyridine thereto. The product was filtered with suction. Crude crystals melting at 142° C. to 144° C. were recrystallized from a mixture of methanol and ethanol (1:1 in volume), ... Reactants: ClCC(=O)N1CCCC2=CC=CC=C12 (2-Chloro-1-(3,4-dihydro-2H-quinolin-1-yl)ethanone), C1(=CC=CC=C1)C=1N=C(OC1C1=CC=CC=C1)S (4,5-diphenyloxazole-2-thiol). Product: N1(CCCC2=CC=CC=C12)C(CSC=1OC(=C(N1)C1=CC=CC=C1)C1=CC=CC=C1)=O (1-(3,4-Dihydro-2H-quinolin-1-yl)-2-(4,5-diphenyl-1H-oxazol-2-ylsulfanyl)-ethanone). Isolated yield 40.0%. As a reaction SMILES: Cl[CH2:2][C:3]([N:5]1[C:14]2[C:9](=[CH:10][CH:11]=[CH:12][CH:13]=2)[CH2:8][CH2:7][CH2:6]1)=[O:4].[C:15]1([C:21]2[N:22]=[C:23]([SH:32])[O:24][C:25]=2[C:26]2[CH:31]=[CH:30][CH:29]=[CH:28][CH:27]=2)[CH:20]=[CH:19][CH:18]=[CH:17][CH:16]=1>>[N:5]1([C:3](=[O:4])[CH2:2][S:32][C:23]2[O:24][C:25]([C:26]3[CH:27]=[CH:28][CH:29]=[CH:30][CH:31]=3)=[C:21]([C:15]3[CH:20]=[CH:19][CH:18]=[CH:17][CH:16]=3)[N:22]=2)[C:14]2[C:9](=[CH:10][CH:11]=[CH:12][CH:13]=2)[CH2:8][CH2:7][CH2:6]1. Procedure details: The title compound was synthesized according to General Procedure A using compound 4 as the electrophile and 4,5-diphenyloxazole-2-thiol as the nucleophile to yield 20 as an off-white solid (40%): MS m/z: 427 (M+H)+. Anal. Calcd. For, C26H22N2O2S: C, 73.21; H, 5.20; N, 6.57; S, 7.52. Found: C, 73.49; H, 5.13; N, 6.57; S, 7.42.